Task: describe an organic reaction: reactants, conditions, products, and yield. Dataset: the Open Reaction Database (ORD), a public repository of structured organic reaction records Starting materials: COc1ccc(N2CCOCC2)c2sc(-c3nc4c([nH]3)CCN(C(=O)OC(C)(C)C)CC4)nc12, CO, Cl. The product is Cl, COc1ccc(N2CCOCC2)c2sc(-c3nc4c([nH]3)CCNCC4)nc12. Reaction SMILES: [C:1]([O:2][C:3](=[O:4])[N:8]1[CH2:9][CH2:10][c:11]2[c:12]([n:15][c:16](-[c:18]3[s:19][c:20]4[c:21]([n:22]3)[c:23]([O:33][CH3:34])[cH:24][cH:25][c:26]4[N:27]3[CH2:28][CH2:29][O:30][CH2:31][CH2:32]3)[nH:17]2)[CH2:13][CH2:14]1)([CH3:5])([CH3:6])[CH3:7].[CH3:36][OH:37].[ClH:35]>>[ClH:35].[NH:8]1[CH2:9][CH2:10][c:11]2[c:12]([n:15][c:16](-[c:18]3[s:19][c:20]4[c:21]([n:22]3)[c:23]([O:33][CH3:34])[cH:24][cH:25][c:26]4[N:27]3[CH2:28][CH2:29][O:30][CH2:31][CH2:32]3)[nH:17]2)[CH2:13][CH2:14]1.